Dataset: the Open Reaction Database (ORD), a public repository of structured organic reaction records. Task: describe an organic reaction: reactants, conditions, products, and yield Reactants: C(CCC)C=1N=C(C2=C(N1)C(=NN2)CCCCCCN2C[C@H](CC2)F)NCC2=CC(=C(C=C2)OC)OC ((S)-5-butyl-N-(3,4-dimethoxybenzyl)-3-(6-(3-fluoropyrrolidin-1-yl)hexyl)-1H-pyrazolo[4,3-d]pyrimidin-7-amine), FC(C(=O)O)(F)F (trifluoroacetic acid). Product: C(CCC)C=1N=C(C2=C(N1)C(=NN2)CCCCCCN2C[C@H](CC2)F)N ((5)-5-Butyl-3-(6-(3-fluoropyrrolidin-1-yl)hexyl)-1-H-pyrazolo[4,3-d]pyrimidin-7-amine). Yield: 39.2%. As a reaction SMILES: [CH2:1]([C:5]1[N:6]=[C:7]([NH:26]CC2C=CC(OC)=C(OC)C=2)[C:8]2[NH:13][N:12]=[C:11]([CH2:14][CH2:15][CH2:16][CH2:17][CH2:18][CH2:19][N:20]3[CH2:24][CH2:23][C@H:22]([F:25])[CH2:21]3)[C:9]=2[N:10]=1)[CH2:2][CH2:3][CH3:4].FC(F)(F)C(O)=O>>[CH2:1]([C:5]1[N:6]=[C:7]([NH2:26])[C:8]2[NH:13][N:12]=[C:11]([CH2:14][CH2:15][CH2:16][CH2:17][CH2:18][CH2:19][N:20]3[CH2:24][CH2:23][C@H:22]([F:25])[CH2:21]3)[C:9]=2[N:10]=1)[CH2:2][CH2:3][CH3:4]. Procedure details: A solution of (S)-5-butyl-N-(3,4-dimethoxybenzyl)-3-(6-(3-fluoropyrrolidin-1-yl)hexyl)-1H-pyrazolo[4,3-d]pyrimidin-7-amine (119 mg, 0.232 mmol) in trifluoroacetic acid (1 mL, 12.98 mmol) was heated in a Biotage Initiator microwave (using initial absortion setting high) at 120° C. for 2.5 h. The reaction mixture was concentrated in vacuo and the residue was dissolved in 3:1 chloroform:IPA (50 mL) and washed with aqueous sodium hydroxide (0.1 M, 50 mL). The organic phase was separated and the aque... The reactants are Cl.N[C@H]1CC[C@H](CC1)NC(=O)C1=C(NC2=C1N=CN=C2C2=C(C=CC=1OCOC12)OCC1CC1)C (N-(cis-4-aminocyclohexyl)-4-[5-(cyclopropylmethoxy)-1,3-benzodioxol-4-yl]-6-methyl-5H-pyrrolo[3,2-d]pyrimidine-7-carboxamide hydrochloride), C(C)(=O)Cl (acetyl chloride). Yields the product C(C)(=O)N[C@H]1CC[C@H](CC1)NC(=O)C1=C(NC2=C1N=CN=C2C2=C(C=CC=1OCOC12)OCC1CC1)C (N-(cis-4-acetamidocyclohexyl)-4-[5-(cyclopropylmethoxy)-1,3-benzodioxol-4-yl]-6-methyl-5H-pyrrolo[3,2-d]pyrimidine-7-carboxamide). Reaction SMILES: Cl.[NH2:2][C@@H:3]1[CH2:8][CH2:7][C@H:6]([NH:9][C:10]([C:12]2[C:16]3[N:17]=[CH:18][N:19]=[C:20]([C:21]4[C:29]5[O:28][CH2:27][O:26][C:25]=5[CH:24]=[CH:23][C:22]=4[O:30][CH2:31][CH:32]4[CH2:34][CH2:33]4)[C:15]=3[NH:14][C:13]=2[CH3:35])=[O:11])[CH2:5][CH2:4]1.[C:36](Cl)(=[O:38])[CH3:37]>>[C:36]([NH:2][C@@H:3]1[CH2:8][CH2:7][C@H:6]([NH:9][C:10]([C:12]2[C:16]3[N:17]=[CH:18][N:19]=[C:20]([C:21]4[C:29]5[O:28][CH2:27][O:26][C:25]=5[CH:24]=[CH:23][C:22]=4[O:30][CH2:31][CH:32]4[CH2:34][CH2:33]4)[C:15]=3[NH:14][C:13]=2[CH3:35])=[O:11])[CH2:5][CH2:4]1)(=[O:38])[CH3:37] |f:0.1|. Procedure details: Starting from N-(cis-4-aminocyclohexyl)-4-[5-(cyclopropylmethoxy)-1,3-benzodioxol-4-yl]-6-methyl-5H-pyrrolo[3,2-d]pyrimidine-7-carboxamide hydrochloride (example D.f3) and commercially available acetyl chloride the title compound is obtained as colorless solid. The product is C(C(C)C)[C@H]1CN(CCN1)C=1N=C(SC1)C1=NNC2=NC=CC=C21 ((S)-4-(3-isobutylpiperazin-1-yl)-2-(1H-pyrazolo[3,4-b]pyridin-3-yl)thiazole). The reactants are C(C(C)C)[C@@H]1N(CCN(C1)C=1N=C(SC1)C1=NN(C2=NC=CC=C21)C(C2=CC=CC=C2)(C2=CC=CC=C2)C2=CC=CC=C2)C(=O)OC(C)(C)C (tert-butyl (2S)-2-isobutyl-4-[2-(1-tritylpyrazolo[5,4-b]pyridin-3-yl)thiazol-4-yl]piperazine-1-carboxylate), C(C)[SiH](CC)CC (triethylsilane), C(=O)(C(F)(F)F)O (TFA). RXN SMILES: [CH2:1]([C@H:5]1[CH2:10][N:9]([C:11]2[N:12]=[C:13]([C:16]3[C:24]4[C:19](=[N:20][CH:21]=[CH:22][CH:23]=4)[N:18](C(C4C=CC=CC=4)(C4C=CC=CC=4)C4C=CC=CC=4)[N:17]=3)[S:14][CH:15]=2)[CH2:8][CH2:7][N:6]1C(OC(C)(C)C)=O)[CH:2]([CH3:4])[CH3:3].C([SiH](CC)CC)C.C(O)(C(F)(F)F)=O>C(Cl)Cl>[CH2:1]([C@@H:5]1[NH:6][CH2:7][CH2:8][N:9]([C:11]2[N:12]=[C:13]([C:16]3[C:24]4[C:19](=[N:20][CH:21]=[CH:22][CH:23]=4)[NH:18][N:17]=3)[S:14][CH:15]=2)[CH2:10]1)[CH:2]([CH3:4])[CH3:3]. Run at time 1 hour. The solvent is C(Cl)Cl (DCM). Procedure details: To a solution of tert-butyl (2S)-2-isobutyl-4-[2-(1-tritylpyrazolo[5,4-b]pyridin-3-yl)thiazol-4-yl]piperazine-1-carboxylate (149 mg, 0.2176 mmol) and triethylsilane (101.2 mg, 139.0 μL, 0.8704 mmol) in DCM (2 mL) at 0° C. was added TFA (0.3 mL,). Then ice-bath removed and mixture stirred at room temperature for 1 h. Added more TFA (0.3 mL) and stirred for a further 1 h. Basified with minimal sat. NaHCO3 and extracted with EtOAc. Organics combined, washed with small amount of water, brine, dried ... The reactants are CCOC1C=CC(=O)O1, CC(=O)O, ClCCl, C[Si](C)(C)N=[N+]=[N-], C1CCC2=NCCCN2CC1. As a reaction SMILES: [CH2:12]([CH3:13])[O:14][CH:15]1[CH:16]=[CH:17][C:18](=[O:20])[O:19]1.[CH3:8][C:9](=[O:10])[OH:11].[Cl:32][CH2:33][Cl:34].[N:1](=[N+:2]=[N-:3])[Si:4]([CH3:5])([CH3:6])[CH3:7].[N:21]12[CH2:22][CH2:23][CH2:24][N:25]=[C:26]1[CH2:27][CH2:28][CH2:29][CH2:30][CH2:31]2>>[N:1](=[N+:2]=[N-:3])[CH:16]1[CH:15]([O:14][CH2:12][CH3:13])[O:19][C:18](=[O:20])[CH2:17]1. Product: CCOC1OC(=O)CC1N=[N+]=[N-]. Starting materials: C(#C)[C@H]1[C@@H](C(N1)=O)NC(C1=CC=CC=C1)(C1=CC=CC=C1)C1=CC=CC=C1 ((S)-(trans)-4-ethynyl-2-oxo-3-[(triphenylmethyl)amino]azetidine), complex, N1=CC=CC=C1 (pyridine), S(=O)(=O)=O (sulfur trioxide), C(=O)O (Formic acid). Solvent: ClCCl (dichloromethane). Product: N[C@@H]1C(N([C@H]1C#C)S(=O)(=O)O)=O ((S)-(trans)-3-Amino-4-ethynyl-2-oxo-1-azetidinesulfonic acid). Reaction SMILES: [C:1]([C@@H:3]1[NH:6][C:5](=[O:7])[C@H:4]1[NH:8]C(C1C=CC=CC=1)(C1C=CC=CC=1)C1C=CC=CC=1)#[CH:2].N1C=CC=CC=1.[S:34](=[O:37])(=[O:36])=[O:35].C(O)=O>ClCCl>[NH2:8][C@H:4]1[C@H:3]([C:1]#[CH:2])[N:6]([S:34]([OH:37])(=[O:36])=[O:35])[C:5]1=[O:7]. Reported procedure: (S)-(trans)-4-ethynyl-2-oxo-3-[(triphenylmethyl)amino]azetidine (404 mg) and 560 mg of a complex of pyridine and sulfur trioxide are added to a 25 ml flask. After the flask is flushed with nitrogen, 4.0 ml of dry pyridine is added and the mixture is heated at 80°-85° C. for 3 hours. The mixture is added to a rapidly stirred mixture of 4.0 ml of concentrated hydrochloric acid, 50 ml of water, and 50 ml of ethyl acetate. The pH is adjusted to 3.15 with sodium carbonate. The water layer is separate... The reactants are IC1=CC=C(CO[C@H]2CN3C(OC2)=NC(=C3)[N+](=O)[O-])C=C1 ((6S)-6-[(4-iodobenzyl)oxy]-2-nitro-6,7-dihydro-5H-imidazo[2,1-b][1,3]oxazine), C(#C)[Si](C)(C)C (Ethynyltrimethylsilane). As a reaction SMILES: I[C:2]1[CH:21]=[CH:20][C:5]([CH2:6][O:7][C@@H:8]2[CH2:13][O:12][C:11]3=[N:14][C:15]([N+:17]([O-:19])=[O:18])=[CH:16][N:10]3[CH2:9]2)=[CH:4][CH:3]=1.[C:22]([Si](C)(C)C)#[CH:23]>CN(C=O)C.CCN(CC)CC.[Cu](I)I.Cl[Pd](Cl)([P](C1C=CC=CC=1)(C1C=CC=CC=1)C1C=CC=CC=1)[P](C1C=CC=CC=1)(C1C=CC=CC=1)C1C=CC=CC=1>[C:22]([C:2]1[CH:21]=[CH:20][C:5]([CH2:6][O:7][C@@H:8]2[CH2:13][O:12][C:11]3=[N:14][C:15]([N+:17]([O-:19])=[O:18])=[CH:16][N:10]3[CH2:9]2)=[CH:4][CH:3]=1)#[CH:23] |^1:45,64|. Procedure: A mixture of iodide 43 (see Example 2C) (1.00 g, 2.49 mmol) and copper iodide (51 mg, 0.27 mmol) in DMF (10 mL) and Et3N (10 mL) was purged with N2. Ethynyltrimethylsilane (1.0 mL, 7.1 mmol) and PdCl2(PPh3)2 (93 mg, 0.13 mmol) were added and the mixture was stirred under N2 for 0.5 h. The resulting mixture was partitioned between EtOAc and water, the organic fraction was dried, and the solvent was removed. The residue was dissolved in THF (50 mL) and tetra-n-butylammonium fluoride (5 mL of a 1M ... Reagents/catalysts: [Cu](I)I (copper iodide), Cl[Pd]([P](C1=CC=CC=C1)(C2=CC=CC=C2)C3=CC=CC=C3)([P](C4=CC=CC=C4)(C5=CC=CC=C5)C6=CC=CC=C6)Cl (PdCl2(PPh3)2). Isolated yield 71.1%. Product: C(#C)C1=CC=C(CO[C@H]2CN3C(OC2)=NC(=C3)[N+](=O)[O-])C=C1 ((6S)-6-[(4-ethynylbenzyl)oxy]-2-nitro-6,7-dihydro-5H-imidazo[2,1-b][1,3]oxazine). Reaction conditions: time 0.5 hour. The solvent is CN(C)C=O (DMF), CCN(CC)CC (Et3N). Reactants: COC=1C(=CC2=C(C=C3C(C(=CNC3=C2)C#N)=O)C1)OCCN1CCOCC1 (7-methoxy-8-(2-morpholin-4-yl-ethoxy)-4-oxo-1,4-dihydrobenzo[g]quinoline-3-carbonitrile), P(=O)(Cl)(Cl)Cl (phosphorus oxychloride). Solvent: C1(=CC=CC=C1)C (toluene), C1(=CC=CC=C1)C (Toluene). Yields the product ClC1=C(C=NC2=CC3=C(C=C12)C=C(C(=C3)OCCN3CCOCC3)OC)C#N (4-chloro-7-methoxy-8-(2-morpholin-4-yl-ethoxy)benzo[g]quinoline-3-carbonitrile). RXN SMILES: [CH3:1][O:2][C:3]1[C:4]([O:20][CH2:21][CH2:22][N:23]2[CH2:28][CH2:27][O:26][CH2:25][CH2:24]2)=[CH:5][C:6]2[CH:15]=[C:14]3[C:9]([C:10](=O)[C:11]([C:16]#[N:17])=[CH:12][NH:13]3)=[CH:8][C:7]=2[CH:19]=1.P(Cl)(Cl)([Cl:31])=O>C1(C)C=CC=CC=1>[Cl:31][C:10]1[C:9]2[C:14](=[CH:15][C:6]3[CH:5]=[C:4]([O:20][CH2:21][CH2:22][N:23]4[CH2:28][CH2:27][O:26][CH2:25][CH2:24]4)[C:3]([O:2][CH3:1])=[CH:19][C:7]=3[CH:8]=2)[N:13]=[CH:12][C:11]=1[C:16]#[N:17]. Procedure details: A mixture of 2.32 g (6.11 mmol) of 7-methoxy-8-(2-morpholin-4-yl-ethoxy)-4-oxo-1,4-dihydrobenzo[g]quinoline-3-carbonitrile and 35 mL of phosphorus oxychloride is heated under reflux for 1 hour, then cooled to room temperature. Excess phosphorus oxychloride is evaporated to yield a residue, to which toluene is added and the resulting solution is reduced in vacuo. Toluene is added and evaporated twice more. The resulting residue is cooled with ice bath, neutralized with cold saturated solution of ...